From a dataset of the Open Reaction Database (ORD), a public repository of structured organic reaction records. describe an organic reaction: reactants, conditions, products, and yield Reactants: BrCCc1ccccc1, CN(C)C=O, Fc1ccc(Cn2c(NC3CCNC3)nc3ccccc32)cc1, [I-], [K+], [Na+], [Na+], O=C([O-])[O-], O. Yields the product Fc1ccc(Cn2c(NC3CCN(CCc4ccccc4)C3)nc3ccccc32)cc1. As a reaction SMILES: [Br:1][CH2:2][CH2:3][c:4]1[cH:5][cH:6][cH:7][cH:8][cH:9]1.[CH3:42][N:43]([CH3:44])[CH:45]=[O:46].[F:10][c:11]1[cH:12][cH:13][c:14]([CH2:17][n:18]2[c:19]([NH:27][CH:28]3[CH2:29][NH:30][CH2:31][CH2:32]3)[n:20][c:21]3[c:22]2[cH:23][cH:24][cH:25][cH:26]3)[cH:15][cH:16]1.[I-:40].[K+:39].[Na+:33].[Na+:34].[O-:35][C:36](=[O:37])[O-:38].[OH2:41]>>[CH2:2]([CH2:3][c:4]1[cH:5][cH:6][cH:7][cH:8][cH:9]1)[N:30]1[CH2:29][CH:28]([NH:27][c:19]2[n:18]([CH2:17][c:14]3[cH:13][cH:12][c:11]([F:10])[cH:16][cH:15]3)[c:22]3[c:21]([n:20]2)[cH:26][cH:25][cH:24][cH:23]3)[CH2:32][CH2:31]1. Reactants: CC(C)C(=O)OC(=O)C(C)C, Cc1nn2ccccc2c1C(=O)C(C)C, Cc1cc2ccccn2n1, O=S(=O)(O)O. Yields the product Cc1nn2ccccc2c1CC(C)C. As a reaction SMILES: [C:11]([O:12][C:13](=[O:14])[CH:15]([CH3:16])[CH3:17])(=[O:18])[CH:19]([CH3:20])[CH3:21].[C:27]([CH:28]([CH3:29])[CH3:30])(=[O:31])[c:32]1[c:33]([CH3:41])[n:34][n:35]2[c:36]1[cH:37][cH:38][cH:39][cH:40]2.[CH3:1][c:2]1[cH:3][c:4]2[cH:5][cH:6][cH:7][cH:8][n:9]2[n:10]1.[S:22](=[O:23])(=[O:24])([OH:25])[OH:26]>>[CH2:27]([CH:28]([CH3:29])[CH3:30])[c:32]1[c:33]([CH3:41])[n:34][n:35]2[c:36]1[cH:37][cH:38][cH:39][cH:40]2. Reactants: CC#N, COC(=O)C1CCC(c2cc(N(COCC[Si](C)(C)C)COCC[Si](C)(C)C)n3nccc3n2)CC1, O=C1CCC(=O)N1I. Product: COC(=O)C1CCC(c2cc(N(COCC[Si](C)(C)C)COCC[Si](C)(C)C)n3ncc(I)c3n2)CC1. RXN SMILES: [CH3:45][C:46]#[N:47].[CH3:9][O:10][C:11](=[O:12])[CH:13]1[CH2:14][CH2:15][CH:16]([c:19]2[n:20][c:21]3[n:22]([c:23]([N:25]([CH2:26][O:27][CH2:28][CH2:29][Si:30]([CH3:31])([CH3:32])[CH3:33])[CH2:34][O:35][CH2:36][CH2:37][Si:38]([CH3:39])([CH3:40])[CH3:41])[cH:24]2)[n:42][cH:43][cH:44]3)[CH2:17][CH2:18]1.[I:1][N:2]1[C:3](=[O:4])[CH2:5][CH2:6][C:7]1=[O:8]>>[I:1][c:44]1[c:21]2[n:20][c:19]([CH:16]3[CH2:15][CH2:14][CH:13]([C:11]([O:10][CH3:9])=[O:12])[CH2:18][CH2:17]3)[cH:24][c:23]([N:25]([CH2:26][O:27][CH2:28][CH2:29][Si:30]([CH3:31])([CH3:32])[CH3:33])[CH2:34][O:35][CH2:36][CH2:37][Si:38]([CH3:39])([CH3:40])[CH3:41])[n:22]2[n:42][cH:43]1. The reactants are CO, COc1cc(OC)c(S(=O)(=O)Cl)cc1-c1ccnn1-c1ccccc1Cl, N. The product is COc1cc(OC)c(S(N)(=O)=O)cc1-c1ccnn1-c1ccccc1Cl. Reaction SMILES: [CH3:28][OH:29].[Cl:2][S:3](=[O:4])(=[O:5])[c:6]1[c:7]([O:26][CH3:27])[cH:8][c:9]([O:24][CH3:25])[c:10](-[c:12]2[cH:13][cH:14][n:15][n:16]2-[c:17]2[c:18]([Cl:23])[cH:19][cH:20][cH:21][cH:22]2)[cH:11]1.[NH3:1]>>[NH2:1][S:3](=[O:4])(=[O:5])[c:6]1[c:7]([O:26][CH3:27])[cH:8][c:9]([O:24][CH3:25])[c:10](-[c:12]2[cH:13][cH:14][n:15][n:16]2-[c:17]2[c:18]([Cl:23])[cH:19][cH:20][cH:21][cH:22]2)[cH:11]1. Reactants: C(C)(C)(C)OC(=O)N1CCN(CC1)C1=NC(=CC=C1)C=1C=C2C(CCC2=CC1)(C)C (4-[6-(3,3-Dimethylindan-5-yl)pyridin-2-yl]piperazine-1-carboxylic acid tert-butyl ester), Cl (hydrochloride). Product: CC1(CCC2=CC=C(C=C12)C1=CC=CC(=N1)N1CCNCC1)C (1-[6-(3,3-Dimethylindan-5-yl)pyridin-2-yl]piperazine). Reaction SMILES: C(OC([N:8]1[CH2:13][CH2:12][N:11]([C:14]2[CH:19]=[CH:18][CH:17]=[C:16]([C:20]3[CH:21]=[C:22]4[C:26](=[CH:27][CH:28]=3)[CH2:25][CH2:24][C:23]4([CH3:30])[CH3:29])[N:15]=2)[CH2:10][CH2:9]1)=O)(C)(C)C.Cl>>[CH3:29][C:23]1([CH3:30])[C:22]2[C:26](=[CH:27][CH:28]=[C:20]([C:16]3[N:15]=[C:14]([N:11]4[CH2:12][CH2:13][NH:8][CH2:9][CH2:10]4)[CH:19]=[CH:18][CH:17]=3)[CH:21]=2)[CH2:25][CH2:24]1. Reported procedure: The compound is prepared analogously to FS201 starting from the product from step c (424 mg, 1.04 mmol). The product is the hydrochloride. Reactants: CCCCCC, CCOC(C)=O, CCCc1c(C(C)C)cc(C(C)C)c(CO)c1-c1ccc(F)cc1OCc1ccccc1. Yields the product CCCc1c(C(C)C)cc(C(C)C)c(C=O)c1-c1ccc(F)cc1OCc1ccccc1. As a reaction SMILES: [CH3:33][CH2:34][CH2:35][CH2:36][CH2:37][CH3:38].[CH3:39][CH2:40][O:41][C:42]([CH3:43])=[O:44].[CH:1]([CH3:2])([CH3:3])[c:4]1[c:5]([CH2:31][OH:32])[c:6](-[c:16]2[c:17]([O:23][CH2:24][c:25]3[cH:26][cH:27][cH:28][cH:29][cH:30]3)[cH:18][c:19]([F:22])[cH:20][cH:21]2)[c:7]([CH2:13][CH2:14][CH3:15])[c:8]([CH:10]([CH3:11])[CH3:12])[cH:9]1>>[CH:1]([CH3:2])([CH3:3])[c:4]1[c:5]([CH:31]=[O:32])[c:6](-[c:16]2[c:17]([O:23][CH2:24][c:25]3[cH:26][cH:27][cH:28][cH:29][cH:30]3)[cH:18][c:19]([F:22])[cH:20][cH:21]2)[c:7]([CH2:13][CH2:14][CH3:15])[c:8]([CH:10]([CH3:11])[CH3:12])[cH:9]1. The reactants are IC (Iodomethane), FC1=C(C=CC=C1F)[C@@H]1CC[C@H](C=2N(C1)C(=CN2)C(C)O)NC(OC(C)(C)C)=O (tert-butyl (6S,9R)-6-(2,3-difluorophenyl)-3-(1-hydroxyethyl)-6,7,8,9-tetrahydro-5H-imidazo[1,2-a]azepin-9-ylcarbamate), [H-].[Na+] (sodium hydride), IC (iodomethane), [H-].[Na+] (sodium hydride). Run in O1CCCC1 (tetrahydrofuran). Conditions: time 2 hour. The product is FC1=C(C=CC=C1F)[C@@H]1CC[C@H](C=2N(C1)C(=CN2)C(C)OC)NC(OC(C)(C)C)=O (tert-Butyl (6S,9R)-6-(2,3-difluorophenyl)-3-(1-methoxyethyl)-6,7,8,9-tetrahydro-5H-imidazo[1,2-a]azepin-9-ylcarbamate). Yield: 38.0%. Reaction SMILES: I[CH3:2].[F:3][C:4]1[C:9]([F:10])=[CH:8][CH:7]=[CH:6][C:5]=1[C@H:11]1[CH2:17][N:16]2[C:18]([CH:21]([OH:23])[CH3:22])=[CH:19][N:20]=[C:15]2[C@H:14]([NH:24][C:25](=[O:31])[O:26][C:27]([CH3:30])([CH3:29])[CH3:28])[CH2:13][CH2:12]1.[H-].[Na+]>O1CCCC1>[F:3][C:4]1[C:9]([F:10])=[CH:8][CH:7]=[CH:6][C:5]=1[C@H:11]1[CH2:17][N:16]2[C:18]([CH:21]([O:23][CH3:2])[CH3:22])=[CH:19][N:20]=[C:15]2[C@H:14]([NH:24][C:25](=[O:31])[O:26][C:27]([CH3:30])([CH3:29])[CH3:28])[CH2:13][CH2:12]1 |f:2.3|. Procedure: Iodomethane (6.0 μL, 0.10 mmol) was added to a solution of tert-butyl (6S,9R)-6-(2,3-difluorophenyl)-3-(1-hydroxyethyl)-6,7,8,9-tetrahydro-5H-imidazo[1,2-a]azepin-9-ylcarbamate (40 mg, 0.10 mmol) and sodium hydride (60% dispersion in mineral oil; 6.7 mg, 0.15 mmol) in tetrahydrofuran (1 mL) at 0° C. After 2 h, the mixture was allowed to warm to ambient temperature. Additional iodomethane (6.0 μL, 0.10 mmol) and sodium hydride (60% dispersion in mineral oil; 2.2 mg, 0.05 mmol) were added every 1....